describe an organic reaction: reactants, conditions, products, and yield From a dataset of the Open Reaction Database (ORD), a public repository of structured organic reaction records. The reactants are FC=1C=C2C(=CNC2=CC1)C(=O)Cl (5-Fluoroindole-3-carboxylic acid chloride), C(CCC)N1CCC(CC1)CN ((1-n butyl-4-piperidyl)methylamine), 1b. The product is C(CCC)N1CCC(CC1)CNC(=O)C1=CNC2=CC=C(C=C12)F (N-[(1-n butyl-4-piperidyl)methyl] 5-fluoroindole-3-carboxamide). Yield: 64.0%. RXN SMILES: [F:1][C:2]1[CH:3]=[C:4]2[C:8](=[CH:9][CH:10]=1)[NH:7][CH:6]=[C:5]2[C:11](Cl)=[O:12].[CH2:14]([N:18]1[CH2:23][CH2:22][CH:21]([CH2:24][NH2:25])[CH2:20][CH2:19]1)[CH2:15][CH2:16][CH3:17]>>[CH2:14]([N:18]1[CH2:23][CH2:22][CH:21]([CH2:24][NH:25][C:11]([C:5]2[C:4]3[C:8](=[CH:9][CH:10]=[C:2]([F:1])[CH:3]=3)[NH:7][CH:6]=2)=[O:12])[CH2:20][CH2:19]1)[CH2:15][CH2:16][CH3:17]. Procedure: 5-Fluoroindole-3-carboxylic acid chloride was reacted with (1-n butyl-4-piperidyl)methylamine (Description 1a) as in the method of Description 1b to afford N-[(1-n butyl-4-piperidyl)methyl] 5-fluoroindole-3-carboxamide as an off-white solid (64%). Reactants: N(=[N+]=[N-])C1=C2C(C[C@H]3[C@@H]4CCC([C@@]4(C)CC[C@@H]3[C@]2(C=CC1=O)C)=O)=C (4-azido-6-methylenandrosta-1,4-diene-3,17-dione), C1(=CC=CC=C1)P(C1=CC=CC=C1)C1=CC=CC=C1 (triphenylphosphine), O1CCOCC1 (dioxane), O (water). The solvent is O1CCCC1 (tetrahydrofuran). Reaction conditions: temperature 35 celsius, time 2.5 hour. Product: NC1=C2C(C[C@H]3[C@@H]4CCC([C@@]4(C)CC[C@@H]3[C@]2(C=CC1=O)C)=O)=C (4-amino-6-methylen-androsta-1,4-diene-3,17dione). Isolated yield 30.0%. As a reaction SMILES: [N:1]([C:4]1[C:21](=[O:22])[CH:20]=[CH:19][C@@:18]2([CH3:23])[C:5]=1[C:6](=[CH2:25])[CH2:7][C@@H:8]1[C@@H:17]2[CH2:16][CH2:15][C@@:13]2([CH3:14])[C@H:9]1[CH2:10][CH2:11][C:12]2=[O:24])=[N+]=[N-].C1(P(C2C=CC=CC=2)C2C=CC=CC=2)C=CC=CC=1.O1CCOCC1.O>O1CCCC1>[NH2:1][C:4]1[C:21](=[O:22])[CH:20]=[CH:19][C@@:18]2([CH3:23])[C:5]=1[C:6](=[CH2:25])[CH2:7][C@@H:8]1[C@@H:17]2[CH2:16][CH2:15][C@@:13]2([CH3:14])[C@H:9]1[CH2:10][CH2:11][C:12]2=[O:24]. Procedure details: To a stirred solution of 4-azido-6-methylenandrosta-1,4-diene-3,17-dione (3.374 g, 10 mmol) in tetrahydrofuran (25 ml) was added portionwise triphenylphosphine (2.823 g, 10 mmol). During the reaction, which lasted about 2.5 h, the temperature raised to about 35° C. and there was nitrogen evolution. Then dioxane (100 ml) and water (10 ml) was added and the mixture was refluxed for 10 h. Finally the mixture was poured onto water and the raw product extracted with ethyl acetate. The organic phase w... Starting materials: CC=1SC2=C(N1)C=C(C=C2)NC(C2=CC=C(C=C2)CCC)=O (N-(2-methylbenzothiazol-5-yl)-4-propylbenzamide), [H-].[Na+] (sodium hydride), CI (methyl iodide). Solvent: CN(C)C=O (DMF). Conditions: time 8 hour. Yields the product CN(C(C1=CC=C(C=C1)CCC)=O)C=1C=CC2=C(N=C(S2)C)C1 (N-Methyl-N-(2-methylbenzothiazol-5-yl)-4-propylbenzamide). RXN SMILES: [CH3:1][C:2]1[S:3][C:4]2[CH:10]=[CH:9][C:8]([NH:11][C:12](=[O:22])[C:13]3[CH:18]=[CH:17][C:16]([CH2:19][CH2:20][CH3:21])=[CH:15][CH:14]=3)=[CH:7][C:5]=2[N:6]=1.[H-].[Na+].[CH3:25]I>CN(C=O)C>[CH3:25][N:11]([C:8]1[CH:9]=[CH:10][C:4]2[S:3][C:2]([CH3:1])=[N:6][C:5]=2[CH:7]=1)[C:12](=[O:22])[C:13]1[CH:14]=[CH:15][C:16]([CH2:19][CH2:20][CH3:21])=[CH:17][CH:18]=1 |f:1.2|. Procedure: To a solution of N-(2-methylbenzothiazol-5-yl)-4-propylbenzamide (130 mg, 0.4 mmol) in DMF (5 mL) was added sodium hydride (17 mg, 0.44 mmol), followed by methyl iodide (85 mg, 059 mmol). The mixture was stirred at rt overnight, partitioned between water and ethyl acetate. The organic phase was washed with brine, dried over sodium sulphate and concentrated to give a residue that wad purified with flash chromatography (ethyl acetate-hexane gradient elution). A thick syrup (41 mg, 26% was obtained... The reactants are O (Water), ClC1=CC(=NC=C1C(=O)N)Cl (4,6-dichloronicotinamide), IC=1C=C(CN)C=CC1 (3-iodobenzylamine), CCN(C(C)C)C(C)C (DIEA). Run in CCOC(=O)C (EtOAc), CN1CCCC1=O (NMP). Product: ClC1=NC=C(C(=O)N)C(=C1)NCC1=CC(=CC=C1)I (6-chloro-4-(3-iodobenzylamino)nicotinamide). The yield is 32.8%. As a reaction SMILES: Cl[C:2]1[C:7]([C:8]([NH2:10])=[O:9])=[CH:6][N:5]=[C:4]([Cl:11])[CH:3]=1.[I:12][C:13]1[CH:14]=[C:15]([CH:18]=[CH:19][CH:20]=1)[CH2:16][NH2:17].CCN(C(C)C)C(C)C.O>CN1C(=O)CCC1.CCOC(C)=O>[Cl:11][C:4]1[CH:3]=[C:2]([NH:17][CH2:16][C:15]2[CH:18]=[CH:19][CH:20]=[C:13]([I:12])[CH:14]=2)[C:7]([C:8]([NH2:10])=[O:9])=[CH:6][N:5]=1. Reported procedure: A solution of 4,6-dichloronicotinamide (400 mg, 2.09 mmol), 3-iodobenzylamine (0.285 mL, 2.13 mmol) and DIEA (0.500 mL, 2.87 mmol) in NMP (5 mL) was stirred at 90 C for 48 h. Water and EtOAc were added. Organic phase was separated, dried over Na2SO4, concentrated in vacuo. The residue was purified by a silica gel column, eluted with 0-100% EtOAc in hexane to give 6-chloro-4-(3-iodobenzylamino)nicotinamide as a solid (266 mg). Reactants: C1(CCCCC1)CCCCC(=O)O (5-cyclohexylpentanoic acid), C(C(=O)Cl)(=O)Cl (oxalyl chloride). The solvent is CN(C=O)C (N,N-dimethylformamide), ClCCl (dichloromethane). Run at temperature 0 celsius, time 3 hour. Product: C1(CCCCC1)CCCCC(=O)Cl (5-cyclohexylpentanoyl chloride). Yield: 100.1%. RXN SMILES: [CH:1]1([CH2:7][CH2:8][CH2:9][CH2:10][C:11]([OH:13])=O)[CH2:6][CH2:5][CH2:4][CH2:3][CH2:2]1.C(Cl)(=O)C([Cl:17])=O>CN(C)C=O.ClCCl>[CH:1]1([CH2:7][CH2:8][CH2:9][CH2:10][C:11]([Cl:17])=[O:13])[CH2:6][CH2:5][CH2:4][CH2:3][CH2:2]1. Procedure: A solution of 5-cyclohexylpentanoic acid (63.50 g, 345 mmol) in N,N-dimethylformamide (0.5 ml) and dichloromethane (350 ml) was cooled to 5° C. and treated dropwise with oxalyl chloride (31.6 ml, 362 mmol) over 30 minutes. The mixture was stirred at 0° C. for 3 hours then the solvent was removed under reduced pressure to afford 5-cyclohexylpentanoyl chloride as a pale yellow solid (70.0 g). Product: ClC=1C=C(C=CC1)C=1NC2=CC=C(C=C2C1CCCN1CCC(CC1)C=1C=C(C=CC1)NC(C(C)C)=O)OC (N-[3-(1-{3-[2-(3-CHLOROPHENYL)-5-METHOXY-1H-INDOL-3-YL]PROPYL}-4-PIPERIDINYL)PHENYL]-2-METHYLPROPANAMIDE). Reported procedure: Prepared by Procedure E and Scheme M using N-(3-{1-[5-(3-chlorophenyl)-5-oxopentyl]-4-piperidinyl}phenyl)-2-methylpropanamide and 4-methoxyphenylhydrazine hydrochloride: ESMS m/e: 544.3 (M+H)+. The reactants are ClC=1C=C(C=CC1)C(CCCCN1CCC(CC1)C=1C=C(C=CC1)NC(C(C)C)=O)=O (N-(3-{1-[5-(3-chlorophenyl)-5-oxopentyl]-4-piperidinyl}phenyl)-2-methylpropanamide), Cl.COC1=CC=C(C=C1)NN (4-methoxyphenylhydrazine hydrochloride). Reaction SMILES: [Cl:1][C:2]1[CH:3]=[C:4]([C:8](=O)[CH2:9][CH2:10][CH2:11][CH2:12][N:13]2[CH2:18][CH2:17][CH:16]([C:19]3[CH:20]=[C:21]([NH:25][C:26](=[O:30])[CH:27]([CH3:29])[CH3:28])[CH:22]=[CH:23][CH:24]=3)[CH2:15][CH2:14]2)[CH:5]=[CH:6][CH:7]=1.Cl.[CH3:33][O:34][C:35]1[CH:40]=[CH:39][C:38]([NH:41]N)=[CH:37][CH:36]=1>>[Cl:1][C:2]1[CH:3]=[C:4]([C:8]2[NH:41][C:38]3[C:39]([C:9]=2[CH2:10][CH2:11][CH2:12][N:13]2[CH2:18][CH2:17][CH:16]([C:19]4[CH:20]=[C:21]([NH:25][C:26](=[O:30])[CH:27]([CH3:28])[CH3:29])[CH:22]=[CH:23][CH:24]=4)[CH2:15][CH2:14]2)=[CH:40][C:35]([O:34][CH3:33])=[CH:36][CH:37]=3)[CH:5]=[CH:6][CH:7]=1 |f:1.2|. Reaction SMILES: [NH2:1][CH:2]1[CH2:7][CH2:6][N:5]([CH2:8][CH2:9][N:10]2[C:19]3[C:14](=[CH:15][CH:16]=[C:17]([O:20][CH3:21])[CH:18]=3)[N:13]=[CH:12][C:11]2=[O:22])[CH2:4][CH2:3]1.[O:23]=[C:24]1[NH:29][C:28]2[CH:30]=[C:31]([CH:34]=O)[CH:32]=[CH:33][C:27]=2[O:26][CH2:25]1.C([BH3-])#N.[Na+].C(=O)([O-])O.[Na+]>C(Cl)(Cl)Cl.C(OCC)(=O)C.C(O)(=O)C.CO>[CH3:21][O:20][C:17]1[CH:18]=[C:19]2[C:14]([N:13]=[CH:12][C:11](=[O:22])[N:10]2[CH2:9][CH2:8][N:5]2[CH2:4][CH2:3][CH:2]([NH:1][CH2:34][C:31]3[CH:32]=[CH:33][C:27]4[O:26][CH2:25][C:24](=[O:23])[NH:29][C:28]=4[CH:30]=3)[CH2:7][CH2:6]2)=[CH:15][CH:16]=1 |f:2.3,4.5|. The solvent is C(Cl)(Cl)Cl (chloroform), C(C)(=O)O (acetic acid), CO (methanol), C(Cl)(Cl)Cl (chloroform), C(C)(=O)OCC (ethyl acetate). Isolated yield 19.2%. Reported procedure: To 3.0 mL of a methanol solution containing 0.20 g of 1-(2-(4-aminopiperidin-1-yl)ethyl)-7-methoxyquinoxalin-2(1H)-one, 0.12 g of 3-oxo-3,4-dihydro-2H-1,4-benzooxazine-6-carbaldehyde, 38 μL of acetic acid and 83 mg of sodium cyanoborohydride were added at room temperature and stirred at the same temperature for 6.5 hours. To the reaction mixture, chloroform and aqueous saturated sodium hydrogen carbonate solution were added to be adjusted to pH 10.2, the organic layer was separated, and the aque... Reactants: C(O)([O-])=O.[Na+] (sodium hydrogen carbonate), NC1CCN(CC1)CCN1C(C=NC2=CC=C(C=C12)OC)=O (1-(2-(4-aminopiperidin-1-yl)ethyl)-7-methoxyquinoxalin-2(1H)-one), O=C1COC2=C(N1)C=C(C=C2)C=O (3-oxo-3,4-dihydro-2H-1,4-benzooxazine-6-carbaldehyde), C(#N)[BH3-].[Na+] (sodium cyanoborohydride). Run at time 6.5 hour. Product: COC1=CC=C2N=CC(N(C2=C1)CCN1CCC(CC1)NCC=1C=CC2=C(NC(CO2)=O)C1)=O (6-(((1-(2-(7-methoxy-2-oxoquinoxaline-1-(2H)-yl)ethyl)piperidin-4-yl)amino)methyl)-2H-1,4-benzooxazine-3(4H)-one). The reactants are O (water), O1CCCC=C1 (3,4-dihydro-2H-pyran), C(CCC)[Sn](CCCC)(CCCC)Cl (tributyltin chloride), C(C)(C)(C)[Li] (tert-butyllithium). Run in C1CCOC1 (THF). Run at temperature -78 celsius, time 15 minute. The product is C(CCC)[Sn](C=1OCCCC1)(CCCC)CCCC (Tributyl(5,6-dihydro-4H-pyran-2-yl)stannane). Reaction SMILES: [O:1]1[CH:6]=[CH:5][CH2:4][CH2:3][CH2:2]1.C([Li])(C)(C)C.[CH2:12]([Sn:16](Cl)([CH2:21][CH2:22][CH2:23][CH3:24])[CH2:17][CH2:18][CH2:19][CH3:20])[CH2:13][CH2:14][CH3:15].O>C1COCC1>[CH2:21]([Sn:16]([CH2:12][CH2:13][CH2:14][CH3:15])([CH2:17][CH2:18][CH2:19][CH3:20])[C:6]1[O:1][CH2:2][CH2:3][CH2:4][CH:5]=1)[CH2:22][CH2:23][CH3:24]. Procedure details: A mixture of 3,4-dihydro-2H-pyran (500 mg, 5.94 mmol) in THF (10 mL) was brought to −78° C. followed by the addition of tert-butyllithium (12.2 mL, 20.8 mmol, 1.7 M in pentane). The resulting yellow solution was brought to 0° C. and stirred for 15 min. The reaction was then cooled to −78° C. and tributyltin chloride (4.8 mL, 17.8 mmol) was slowly added. The reaction was monitored by TLC. Upon completion by TLC, water was added (20 mL) to the reaction. The organic phase was separated, washed with...